Dataset: the Open Reaction Database (ORD), a public repository of structured organic reaction records. Task: describe an organic reaction: reactants, conditions, products, and yield Reactants: NC=1SC(=NN1)S (2-amino-5-mercapto-1,3,4-thiadiazol), [OH-].[Na+] (sodium hydroxide), ClC1=CC=C(CCl)C=C1 (4-chlorobenzyl chloride). Solvent: O (water), C(C)O (ethanol), O (Water). Reaction conditions: time 1 hour. Yields the product NC=1SC(=NN1)SCC1=CC=C(C=C1)Cl (2-amino-5-(4-chlorobenzylthio)-1,3,4-thiadiazole). The yield is 97.5%. RXN SMILES: [NH2:1][C:2]1[S:3][C:4]([SH:7])=[N:5][N:6]=1.[OH-].[Na+].[Cl:10][C:11]1[CH:18]=[CH:17][C:14]([CH2:15]Cl)=[CH:13][CH:12]=1>O.C(O)C>[NH2:1][C:2]1[S:3][C:4]([S:7][CH2:15][C:14]2[CH:17]=[CH:18][C:11]([Cl:10])=[CH:12][CH:13]=2)=[N:5][N:6]=1 |f:1.2|. Procedure details: In 35 ml of water and 70 ml of ethanol, 12.8 g of 2-amino-5-mercapto-1,3,4-thiadiazol and 43 g of sodium hydroxide were added. To this mixture, 14.8 g of 4-chlorobenzyl chloride was added and the mixture was stirred at room temperature for 1 hour. Water was added and the reaction mixture was filtered The residue was washed with water and an ethanol/n-hexane (1:1) mixture, and was dried under reduced pressure, and thus 23.1 g of 2-amino-5-(4-chlorobenzylthio)-1,3,4-thiadiazole was obtained. m.p. ... The reactants are O (water), BrC1=CC(=C2C(C(NC2=C1)=O)=O)CC (6-bromo-4-ethyl-1H-indole-2,3-dione), hexahydrate magnesium salt, C1=CC(=C(C(=C1)OO)C(=O)O)C(=O)O (monoperoxyphthalic acid). The solvent is C(C)(=O)O (acetic acid). Product: BrC1=CC2=C(C(OC(N2)=O)=O)C(=C1)CC (7-Bromo-5-ethyl-2H-3,1-benzoxazine-2,4(1H)-dione). Reaction SMILES: [Br:1][C:2]1[CH:10]=[C:9]2[C:5]([C:6](=[O:12])[C:7](=[O:11])[NH:8]2)=[C:4]([CH2:13][CH3:14])[CH:3]=1.C1C=C([O:21]O)C(C(O)=O)=C(C(O)=O)C=1.O>C(O)(=O)C>[Br:1][C:2]1[CH:3]=[C:4]([CH2:13][CH3:14])[C:5]2[C:6](=[O:12])[O:11][C:7](=[O:21])[NH:8][C:9]=2[CH:10]=1. Procedure: A stirred solution of 6-bromo-4-ethyl-1H-indole-2,3-dione (2.64 g, 10.4 mM) and the hexahydrate magnesium salt of monoperoxyphthalic acid (80% pure, 3.54 g, 5.73 mM) in glacial acetic acid (30 mL) was stirred at 60° C. for 1 hr during which time a precipitate formed. The cooled reaction mixture was then poured into cold water and the resulting mixture was filtered to separate (2.04 g, 73%) the title compound as a tan solid. Recrystallization of a portion of this material from ethyl acetate/hexan... Starting materials: [BH4-], CC(=O)OC1C(N2CCCCC2)CC2C3CCC4CC(O)C(N5CCC(=O)CC5)CC4(C)C3CCC21C, [Na+]. Yields the product CC(=O)OC1C(N2CCCCC2)CC2C3CCC4CC(O)C(N5CCC(O)CC5)CC4(C)C3CCC21C. Reaction SMILES: [BH4-:38].[C:1]([CH3:2])(=[O:3])[O:4][CH:5]1[C:6]2([CH3:7])[CH:8]([CH2:9][CH:10]1[N:11]1[CH2:12][CH2:13][CH2:14][CH2:15][CH2:16]1)[CH:17]1[CH2:18][CH2:19][CH:20]3[CH2:21][CH:22]([OH:37])[CH:23]([N:30]4[CH2:31][CH2:32][C:33](=[O:36])[CH2:34][CH2:35]4)[CH2:24][C:25]3([CH3:26])[CH:27]1[CH2:28][CH2:29]2.[Na+:39]>>[C:1]([CH3:2])(=[O:3])[O:4][CH:5]1[C:6]2([CH3:7])[CH:8]([CH2:9][CH:10]1[N:11]1[CH2:12][CH2:13][CH2:14][CH2:15][CH2:16]1)[CH:17]1[CH2:18][CH2:19][CH:20]3[CH2:21][CH:22]([OH:37])[CH:23]([N:30]4[CH2:31][CH2:32][CH:33]([OH:36])[CH2:34][CH2:35]4)[CH2:24][C:25]3([CH3:26])[CH:27]1[CH2:28][CH2:29]2. Starting materials: C(C)(C)(C)OC(NC1=C(C=CC(=C1)OC)CC(CC)=O)=O ([5-methoxy-2-(2-oxo-butyl)-phenyl]-carbamic acid t-butyl ester), C(=O)(C(F)(F)F)O (TFA). Run in C1CCOC1 (THF). Run at time 5 hour. Product: C(C)C=1NC2=CC=CC(=C2C1)OC (2-Ethyl-4-methoxy-1H-indole). The yield is 73.0%. As a reaction SMILES: C(OC(=O)[NH:7][C:8]1[CH:13]=[C:12](OC)[CH:11]=[CH:10][C:9]=1[CH2:16][C:17](=O)[CH2:18][CH3:19])(C)(C)C.[C:22](O)(C(F)(F)F)=[O:23]>C1COCC1>[CH2:18]([C:17]1[NH:7][C:8]2[C:9]([CH:16]=1)=[C:10]([O:23][CH3:22])[CH:11]=[CH:12][CH:13]=2)[CH3:19]. Procedure: To a solution of [5-methoxy-2-(2-oxo-butyl)-phenyl]-carbamic acid t-butyl ester 73b (1.36 g, 4.65 mmole) in 10 ml THF was added 4 ml TFA. The reaction mixture was stirred at room temperature for 5 h, quenched with 50 ml H2O and extracted with EtOAc. The organic layer was dried over MgSO4 and concentrated. The residue was purified by flash column chromatography (10–15% EtOAc in hexane) to give pale yellow solid (1.36 g, 73%). 1H NMR (CDCl3) δ 7.75 (1H, bs), 7.49 (1H, d, J=8.6 Hz), 6.81 (1H, s), 6... The reactants are CC(Cl)OC(=O)OCCCC(O[N+](=O)[O-])C(C)O[N+](=O)[O-], O=C([O-])[O-], CCCCc1nc(Cl)c(C(=O)O)n1Cc1ccc(-c2ccccc2-c2nnnn2C(c2ccccc2)(c2ccccc2)c2ccccc2)cc1, CN(C)C=O, [Cs+], [Cs+], O. The product is CCCCc1nc(Cl)c(C(=O)OC(C)OC(=O)OCCCC(O[N+](=O)[O-])C(C)O[N+](=O)[O-])n1Cc1ccc(-c2ccccc2-c2nnnn2C(c2ccccc2)(c2ccccc2)c2ccccc2)cc1. As a reaction SMILES: [C:6]([O:7][CH2:8][CH2:9][CH2:10][CH:11]([CH:12]([CH3:13])[O:14][N+:15](=[O:16])[O-:17])[O:18][N+:19](=[O:20])[O-:21])([O:22][CH:23]([CH3:24])[Cl:25])=[O:26].[C:77](=[O:78])([O-:79])[O-:80].[CH2:27]([CH2:28][CH2:29][CH3:30])[c:31]1[n:32]([CH2:40][c:41]2[cH:42][cH:43][c:44](-[c:47]3[c:48](-[c:53]4[n:54][n:55][n:56][n:57]4[C:58]([c:59]4[cH:60][cH:61][cH:62][cH:63][cH:64]4)([c:65]4[cH:66][cH:67][cH:68][cH:69][cH:70]4)[c:71]4[cH:72][cH:73][cH:74][cH:75][cH:76]4)[cH:49][cH:50][cH:51][cH:52]3)[cH:45][cH:46]2)[c:33]([C:37](=[O:38])[OH:39])[c:34]([Cl:36])[n:35]1.[CH3:1][N:2]([CH3:3])[CH:4]=[O:5].[Cs+:81].[Cs+:82].[OH2:83]>>[C:6]([O:7][CH2:8][CH2:9][CH2:10][CH:11]([CH:12]([CH3:13])[O:14][N+:15](=[O:16])[O-:17])[O:18][N+:19](=[O:20])[O-:21])([O:22][CH:23]([CH3:24])[O:39][C:37]([c:33]1[n:32]([CH2:40][c:41]2[cH:42][cH:43][c:44](-[c:47]3[c:48](-[c:53]4[n:54][n:55][n:56][n:57]4[C:58]([c:59]4[cH:60][cH:61][cH:62][cH:63][cH:64]4)([c:65]4[cH:66][cH:67][cH:68][cH:69][cH:70]4)[c:71]4[cH:72][cH:73][cH:74][cH:75][cH:76]4)[cH:49][cH:50][cH:51][cH:52]3)[cH:45][cH:46]2)[c:31]([CH2:27][CH2:28][CH2:29][CH3:30])[n:35][c:34]1[Cl:36])=[O:38])=[O:26]. The reactants are CSCOc1ccc(NC(C)=O)c([N+](=O)[O-])c1, CO, [Na+], [OH-]. The product is CSCOc1ccc(N)c([N+](=O)[O-])c1. As a reaction SMILES: [C:1](=[O:2])([CH3:3])[NH:4][c:5]1[c:6]([N+:15](=[O:16])[O-:17])[cH:7][c:8]([O:11][CH2:12][S:13][CH3:14])[cH:9][cH:10]1.[CH3:20][OH:21].[Na+:19].[OH-:18]>>[NH2:4][c:5]1[c:6]([N+:15](=[O:16])[O-:17])[cH:7][c:8]([O:11][CH2:12][S:13][CH3:14])[cH:9][cH:10]1. Starting materials: CC(C)C[Al+]CC(C)C, ClCCl, CC(=O)[O-], CCCCCC, ClC(Cl)Cl, COC(=O)c1cc(Cl)cnc1Cl, O=S([O-])c1ccc(Cl)cc1, [H-], [K+], [Na+], O=S(Cl)Cl. The product is O=S(=O)(Cc1cc(Cl)cnc1Cl)c1ccc(Cl)cc1. As a reaction SMILES: [CH2:2]([Al+:3][CH2:4][CH:5]([CH3:6])[CH3:7])[CH:8]([CH3:9])[CH3:10].[CH2:47]([Cl:48])[Cl:49].[CH3:39][C:40](=[O:41])[O-:42].[CH3:50][CH2:51][CH2:52][CH2:53][CH2:54][CH3:55].[CH:43]([Cl:44])([Cl:45])[Cl:46].[Cl:11][c:12]1[c:13]([C:14]([O:15][CH3:16])=[O:17])[cH:18][c:19]([Cl:22])[cH:20][n:21]1.[Cl:27][c:28]1[cH:29][cH:30][c:31]([S:34](=[O:35])[O-:36])[cH:32][cH:33]1.[H-:1].[K+:38].[Na+:37].[S:23]([Cl:24])([Cl:25])=[O:26]>>[Cl:11][c:12]1[c:13]([CH2:14][S:34]([c:31]2[cH:30][cH:29][c:28]([Cl:27])[cH:33][cH:32]2)(=[O:35])=[O:36])[cH:18][c:19]([Cl:22])[cH:20][n:21]1. Procedure details: Reaction between 2,2-diethyloxirane and 2-(3-(3-aminophenyl)propyl)isoindoline-1,3-dione gives 2-(3-(3-((2-ethyl-2-hydroxybutyl)amino)phenyl)propyl)isoindoline-1,3-dione. Yields the product C(C)C(CNC=1C=C(C=CC1)CCCN1C(C2=CC=CC=C2C1=O)=O)(CC)O (2-(3-(3-((2-ethyl-2-hydroxybutyl)amino)phenyl)propyl)isoindoline-1,3-dione). Starting materials: C(C)C1(OC1)CC (2,2-diethyloxirane), NC=1C=C(C=CC1)CCCN1C(C2=CC=CC=C2C1=O)=O (2-(3-(3-aminophenyl)propyl)isoindoline-1,3-dione). Reaction SMILES: [CH2:1]([C:3]1([CH2:6][CH3:7])[CH2:5][O:4]1)[CH3:2].[NH2:8][C:9]1[CH:10]=[C:11]([CH2:15][CH2:16][CH2:17][N:18]2[C:26](=[O:27])[C:25]3[C:20](=[CH:21][CH:22]=[CH:23][CH:24]=3)[C:19]2=[O:28])[CH:12]=[CH:13][CH:14]=1>>[CH2:1]([C:3]([OH:4])([CH2:6][CH3:7])[CH2:5][NH:8][C:9]1[CH:10]=[C:11]([CH2:15][CH2:16][CH2:17][N:18]2[C:26](=[O:27])[C:25]3[C:20](=[CH:21][CH:22]=[CH:23][CH:24]=3)[C:19]2=[O:28])[CH:12]=[CH:13][CH:14]=1)[CH3:2]. Reactants: 2.2, C([O-])([O-])=O.[K+].[K+] (potassium carbonate), N1C=C(C=2C1=NC=CC2)C(C#CCC)=O ((1H-pyrrolo[2,3-b]pyridin-3-yl)pent-2-yn-1-one), C(O)(O)=O.NC(=N)N (guanidine carbonate). Solvent: COCCO (ethylene glycol monomethyl ether). Product: C(C)C1=NC(=NC(=C1)C1=CNC2=NC=CC=C21)N (4-ethyl-6-(1H-pyrrolo[2,3-b]pyridin-3-yl)pyrimidin-2-ylamine). As a reaction SMILES: C(=O)([O-])[O-].[K+].[K+].[NH:7]1[C:11]2=[N:12][CH:13]=[CH:14][CH:15]=[C:10]2[C:9]([C:16](=O)[C:17]#[C:18][CH2:19][CH3:20])=[CH:8]1.C(=O)(O)O.[NH2:26][C:27]([NH2:29])=[NH:28]>COCCO>[CH2:19]([C:18]1[CH:17]=[C:16]([C:9]2[C:10]3[C:11](=[N:12][CH:13]=[CH:14][CH:15]=3)[NH:7][CH:8]=2)[N:28]=[C:27]([NH2:29])[N:26]=1)[CH3:20] |f:0.1.2,4.5|. Reported procedure: 2.2 2.1 g (15.12 mmol) of potassium carbonate are added to a solution of 600 mg (3.03 mmol) of (1H-pyrrolo[2,3-b]pyridin-3-yl)pent-2-yn-1-one and 660 mg (3.66 mmol) of guanidine carbonate in 10 ml of ethylene glycol monomethyl ether, and the mixture is heated at the boil for 4 hours. After cooling, the mixture is partitioned between water and ethyl acetate. The organic phase is dried over sodium sulfate, evaporated, and the residue is chromatographed using preparative HPLC, giving 4-ethyl-6-(1H-... Starting materials: COC(=O)C(Cc1ccc(-c2ccccc2C=O)cc1)NC(=O)c1c(Cl)cccc1Cl, CC(C)=O, [K+], O=[Mn](=O)(=O)[O-], O. The product is COC(=O)C(Cc1ccc(-c2ccccc2C(=O)O)cc1)NC(=O)c1c(Cl)cccc1Cl. As a reaction SMILES: [CH3:1][O:2][C:3]([CH:4]([NH:5][C:6]([c:7]1[c:8]([Cl:14])[cH:9][cH:10][cH:11][c:12]1[Cl:13])=[O:15])[CH2:16][c:17]1[cH:18][cH:19][c:20](-[c:23]2[c:24]([CH:29]=[O:30])[cH:25][cH:26][cH:27][cH:28]2)[cH:21][cH:22]1)=[O:31].[CH3:38][C:39](=[O:40])[CH3:41].[K+:37].[Mn:32](=[O:33])([O-:34])(=[O:35])=[O:36].[OH2:42]>>[CH3:1][O:2][C:3]([CH:4]([NH:5][C:6]([c:7]1[c:8]([Cl:14])[cH:9][cH:10][cH:11][c:12]1[Cl:13])=[O:15])[CH2:16][c:17]1[cH:18][cH:19][c:20](-[c:23]2[c:24]([C:29](=[O:30])[OH:33])[cH:25][cH:26][cH:27][cH:28]2)[cH:21][cH:22]1)=[O:31].